This data is from the Open Reaction Database (ORD), a public repository of structured organic reaction records. The task is: describe an organic reaction: reactants, conditions, products, and yield Starting materials: O1C(=CC=C1)C1=NN2C(N=C(N=C2N)S(=O)(=O)C)=C1 (7-Furan-2-yl-2-methanesulfonyl-pyrazolo[1,5-a][1,3,5]triazin-4-ylamine), N1CCNCCC1 (homopiperazine). Run in CC#N (CH3CN). Yields the product N1(CCNCCC1)C1=NC=2N(C(=N1)N)N=C(C2)C=2OC=CC2 (2-[1,4]Diazepan-1-yl-7-furan-2-yl-pyrazolo[1,5-a][1,3,5]triazin-4-ylamine). RXN SMILES: [O:1]1[CH:5]=[CH:4][CH:3]=[C:2]1[C:6]1[CH:19]=[C:9]2[N:10]=[C:11](S(C)(=O)=O)[N:12]=[C:13]([NH2:14])[N:8]2[N:7]=1.[NH:20]1[CH2:26][CH2:25][CH2:24][NH:23][CH2:22][CH2:21]1>CC#N>[N:20]1([C:11]2[N:12]=[C:13]([NH2:14])[N:8]3[N:7]=[C:6]([C:2]4[O:1][CH:5]=[CH:4][CH:3]=4)[CH:19]=[C:9]3[N:10]=2)[CH2:26][CH2:25][CH2:24][NH:23][CH2:22][CH2:21]1. Procedure details: 7-Furan-2-yl-2-methanesulfonyl-pyrazolo[1,5-a][1,3,5]triazin-4-ylamine (18 mmol; see Example 12(a) above) was suspended in 50 mL of CH3CN along with 5 eq. of homopiperazine. The reaction mixture was stirred under reflux for 2 hours. It was then cooled to room temperature and concentrated under reduced pressure. The residue was taken up in CH2Cl2 and washed with H2O, brine, dried with Na2SO4, and concentrated under reduced pressure. The resulting crude product was purified by chromatography (95% ...